This data is from the Open Reaction Database (ORD), a public repository of structured organic reaction records. The task is: describe an organic reaction: reactants, conditions, products, and yield Reactants: ClC=1C=C2C(CCNC2=CC1)=O (6-chloro-2,3-dihydro-4(1H)-quinolinone), N1=CC=CC=C1 (pyridine), O1CCOCC1 (dioxane), ClC1=C(C(=O)Cl)C=CC(=C1)Cl (2,4-dichlorobenzoylchloride). The solvent is ClCCl (dichloromethane), O (water). Yields the product ClC=1C=C2C(CCN(C2=CC1)C(C1=C(C=C(C=C1)Cl)Cl)=O)=O (6-chloro-1-(2,4-dichlorobenzoyl)-2,3-dihydro-4(1H)-quinolinone). Isolated yield 89.6%. As a reaction SMILES: [Cl:1][C:2]1[CH:3]=[C:4]2[C:9](=[CH:10][CH:11]=1)[NH:8][CH2:7][CH2:6][C:5]2=[O:12].N1C=CC=CC=1.O1CCOCC1.[Cl:25][C:26]1[CH:34]=[C:33]([Cl:35])[CH:32]=[CH:31][C:27]=1[C:28](Cl)=[O:29]>ClCCl.O>[Cl:1][C:2]1[CH:3]=[C:4]2[C:9](=[CH:10][CH:11]=1)[N:8]([C:28](=[O:29])[C:27]1[CH:31]=[CH:32][C:33]([Cl:35])=[CH:34][C:26]=1[Cl:25])[CH2:7][CH2:6][C:5]2=[O:12]. Procedure details: To a mixture of 6-chloro-2,3-dihydro-4(1H)-quinolinone (20 g), pyridine (26 g) and dioxane (200 ml) was added 2,4-dichlorobenzoylchloride (30 g) dropwise under cooling at 0° C. to 5° C. with stirring. The mixture was allowed to react at room temperature for additional 3 hours. The reaction mixture was poured into 500 ml of water, then shaken with dichloromethane (1000 ml). The organic layer was washed once with 1 N HCl (100 ml), twice with water (200 ml each) then once with saturated aqueous NaC... The reactants are [Na] (Sodium), C(C)O (ethanol), C1(=CC=CC=C1S)C (thiocresol), BrCCCCCCCCCCCCCCCCCC (bromooctadecane). Product: C(CCCCCCCCCCCCCCCCC)SC1=CC=C(C=C1)C (4-Tolyl octadecyl sulfide). Reaction SMILES: [Na].[CH2:2](O)[CH3:3].[C:5]1(C)[C:10]([SH:11])=[CH:9][CH:8]=C[CH:6]=1.Br[CH2:14][CH2:15][CH2:16][CH2:17][CH2:18][CH2:19][CH2:20][CH2:21][CH2:22][CH2:23][CH2:24][CH2:25][CH2:26][CH2:27][CH2:28][CH2:29][CH2:30][CH3:31]>>[CH2:14]([S:11][C:10]1[CH:5]=[CH:6][C:2]([CH3:3])=[CH:8][CH:9]=1)[CH2:15][CH2:16][CH2:17][CH2:18][CH2:19][CH2:20][CH2:21][CH2:22][CH2:23][CH2:24][CH2:25][CH2:26][CH2:27][CH2:28][CH2:29][CH2:30][CH3:31] |^1:0|. Procedure: Sodium (44 g, 1.92 mol) was added in small portions to 1.5 liter of absolute ethanol containing 217 g (1.75 mol) of thiocresol, with stirring, uinder nitrogen. After the addition was completed, 640 g (1.92 mol) of bromooctadecane was added, and the mixture was heated at reflux for 2 hours. The hot reaction mixture was filtered, and the ethanol was removed under reduced pressure. The residue was crystallized from heptane yielding 595 g (91%) of white crystals. mp 54°-55° C.